Dataset: the Open Reaction Database (ORD), a public repository of structured organic reaction records. Task: describe an organic reaction: reactants, conditions, products, and yield Reactants: OC1=CC=C(C(=O)OCC2=CC=CC=C2)C=C1 (benzyl 4-hydroxybenzoate), BrCC(=O)OC (methyl bromoacetate), C([O-])([O-])=O.[K+].[K+] (potassium carbonate). Solvent: CC(=O)C (acetone). Yields the product COC(=O)COC1=CC=C(C(=O)OCC2=CC=CC=C2)C=C1 (benzyl 4-(methoxycarbonylmethoxy)benzoate). As a reaction SMILES: [OH:1][C:2]1[CH:17]=[CH:16][C:5]([C:6]([O:8][CH2:9][C:10]2[CH:15]=[CH:14][CH:13]=[CH:12][CH:11]=2)=[O:7])=[CH:4][CH:3]=1.Br[CH2:19][C:20]([O:22][CH3:23])=[O:21].C(=O)([O-])[O-].[K+].[K+]>CC(C)=O>[CH3:23][O:22][C:20]([CH2:19][O:1][C:2]1[CH:17]=[CH:16][C:5]([C:6]([O:8][CH2:9][C:10]2[CH:15]=[CH:14][CH:13]=[CH:12][CH:11]=2)=[O:7])=[CH:4][CH:3]=1)=[O:21] |f:2.3.4|. Procedure details: A mixture of benzyl 4-hydroxybenzoate (169.0g.), methyl bromoacetate (122.4g.) and anhydrous potassium carbonate (200g.) in acetone (500ml.) (analytical grade) was stirred and heated under reflux for 16 hours. The mixture was then filtered and the filtrate evaporated in vacuo. The semi-solid residue obtained was separated by filtration. The solid thus obtained was washed with cold (0°-5° C.) petroleum ether (b.p. 60°-80° C.) (50ml.) to give benzyl 4-(methoxycarbonylmethoxy)benzoate, m.p. 63°-66°... The reactants are BrC1=CC2=C(N(C=N2)C2CC2)C(=C1)O[C@H](C)[C@@H]1CC(NC1)=O ((R)-4-((R)-1-((5-bromo-1-cyclopropyl-1H-benzo[d]imidazol-7-yl)oxy)ethyl)pyrrolidin-2-one), C(CCC)[Sn](C1=NC=CC=C1)(CCCC)CCCC (2-(tributylstannyl)pyridine). Run in O1CCOCC1 (dioxane). Conditions: temperature 130 celsius. Yields the product C1(CC1)N1C=NC2=C1C(=CC(=C2)C2=NC=CC=C2)O[C@H](C)[C@@H]2CC(NC2)=O ((R)-4-((R)-1-((1-cyclopropyl-5-(pyridin-2-yl)-1H-benzo[d]imidazol-7-yl)oxy)ethyl)pyrrolidin-2-one). The yield is 18.1%. As a reaction SMILES: Br[C:2]1[CH:13]=[C:12]([O:14][C@@H:15]([C@H:17]2[CH2:21][NH:20][C:19](=[O:22])[CH2:18]2)[CH3:16])[C:5]2[N:6]([CH:9]3[CH2:11][CH2:10]3)[CH:7]=[N:8][C:4]=2[CH:3]=1.C([Sn](CCCC)(CCCC)[C:28]1[CH:33]=[CH:32][CH:31]=[CH:30][N:29]=1)CCC>O1CCOCC1>[CH:9]1([N:6]2[C:5]3[C:12]([O:14][C@@H:15]([C@H:17]4[CH2:21][NH:20][C:19](=[O:22])[CH2:18]4)[CH3:16])=[CH:13][C:2]([C:28]4[CH:33]=[CH:32][CH:31]=[CH:30][N:29]=4)=[CH:3][C:4]=3[N:8]=[CH:7]2)[CH2:11][CH2:10]1. Procedure: Into a microwave-tube, a mixture of (R)-4-((R)-1-((5-bromo-1-cyclopropyl-1H-benzo[d]imidazol-7-yl)oxy)ethyl)pyrrolidin-2-one: (100.0 mg, 0.275 mmol), 2-(tributylstannyl)pyridine (152.0 mg, 0.412 mmol) Bis(triphenylphosphine)palladium(II) dichloride (28.9 mg, 0.04 mmol) and dioxane (8 mL). The reaction mixture was placed in the microwave reactor and heated at 130° C. for 30 min. Quenched with saturated KF, extracted with EtOAc (3×30 ml). The combined organic layers were washed with water (2×5 mL)... The reactants are C(C1=CC=CC=C1)Br (benzyl bromide), [H-].[Na+] (sodium hydride), [H][H] (hydrogen), NCCCNC1=NC=C(C=C1)Br (2-(3-aminopropylamino)-5-bromopyridine). Run in CS(=O)C (DMSO), O (water), CS(=O)C (DMSO). Reaction conditions: temperature 85 celsius, time 8 hour. Product: NCCCN(CC1=CC=CC=C1)C1=NC=C(C=C1)Br (2-[N-(3-aminopropyl)-N-benzylamino]-5-bromopyridine). Yield: 71.9%. RXN SMILES: [H-].[Na+].[NH2:3][CH2:4][CH2:5][CH2:6][NH:7][C:8]1[CH:13]=[CH:12][C:11]([Br:14])=[CH:10][N:9]=1.[H][H].[CH2:17](Br)[C:18]1[CH:23]=[CH:22][CH:21]=[CH:20][CH:19]=1>CS(C)=O.O>[NH2:3][CH2:4][CH2:5][CH2:6][N:7]([C:8]1[CH:13]=[CH:12][C:11]([Br:14])=[CH:10][N:9]=1)[CH2:17][C:18]1[CH:23]=[CH:22][CH:21]=[CH:20][CH:19]=1 |f:0.1|. Procedure: To a suspension of sodium hydride (0.83 g) in DMSO (25 ml) was added 2-(3-aminopropylamino)-5-bromopyridine (4.6 g). The mixture was stirred and heated slowly, to 85° C. After the evolution of hydrogen had ceased the mixture was cooled to room temperature and benzyl bromide (3.42 g) in DMSO (5 ml) added dropwise maintaining the temperature below 30° C. After standing overnight, water was added and the mixture extracted with ether. The ether extract was washed with 2N hydrochloric acid. The pH of... Reactants: CC(C)(C)OC(=O)Nc1cc(OCC#N)c(I)cc1[N+](=O)[O-], C#Cc1ccccc1. The product is CC(C)(C)OC(=O)Nc1cc(OCC#N)c(C#Cc2ccccc2)cc1[N+](=O)[O-]. Reaction SMILES: [C:1]([CH3:2])([CH3:3])([CH3:4])[O:5][C:6]([NH:7][c:8]1[c:9]([N+:19](=[O:20])[O-:21])[cH:10][c:11]([I:18])[c:12]([O:14][CH2:15][C:16]#[N:17])[cH:13]1)=[O:22].[c:23]1([C:29]#[CH:30])[cH:24][cH:25][cH:26][cH:27][cH:28]1>>[C:1]([CH3:2])([CH3:3])([CH3:4])[O:5][C:6]([NH:7][c:8]1[c:9]([N+:19](=[O:20])[O-:21])[cH:10][c:11]([C:30]#[C:29][c:23]2[cH:24][cH:25][cH:26][cH:27][cH:28]2)[c:12]([O:14][CH2:15][C:16]#[N:17])[cH:13]1)=[O:22]. The reactants are O=C(Cl)C1CC1, CCOC(=O)C=[N+]=[N-]. Yields the product CCOC(=O)C(=[N+]=[N-])C(=O)C1CC1. As a reaction SMILES: [CH:1]1([C:4](=[O:5])[Cl:6])[CH2:2][CH2:3]1.[N+:7](=[N-:8])=[CH:9][C:10](=[O:11])[O:12][CH2:13][CH3:14]>>[CH:1]1([C:4](=[O:5])[C:9](=[N+:7]=[N-:8])[C:10](=[O:11])[O:12][CH2:13][CH3:14])[CH2:2][CH2:3]1.